This data is from the Open Reaction Database (ORD), a public repository of structured organic reaction records. The task is: describe an organic reaction: reactants, conditions, products, and yield Starting materials: C(C#CC)O (2-butyn-1-ol), BrCCCCCCCCCCCCOC(=O)C1CC1 (cyclopropane carboxylic acid 12-bromododecyl ester). Yields the product C(C#CC)OCCCCCCCCCCCCOC(=O)C1CC1 (cyclopropane carboxylic acid 12-(2-butynyloxy)dodecyl ester). Reaction SMILES: [CH2:1]([OH:5])[C:2]#[C:3][CH3:4].Br[CH2:7][CH2:8][CH2:9][CH2:10][CH2:11][CH2:12][CH2:13][CH2:14][CH2:15][CH2:16][CH2:17][CH2:18][O:19][C:20]([CH:22]1[CH2:24][CH2:23]1)=[O:21]>>[CH2:1]([O:5][CH2:7][CH2:8][CH2:9][CH2:10][CH2:11][CH2:12][CH2:13][CH2:14][CH2:15][CH2:16][CH2:17][CH2:18][O:19][C:20]([CH:22]1[CH2:24][CH2:23]1)=[O:21])[C:2]#[C:3][CH3:4]. Procedure: In an analogous manner to that described in Example 5, from 2-butyn-1-ol and cyclopropane carboxylic acid 12-bromododecyl ester there is obtained cyclopropane carboxylic acid 12-(2-butynyloxy)dodecyl ester of melting point 38°-40° C. The reactants are BrC=1C=C(C=CC1)O (3-bromophenol), C1CO1 (ethylene oxide), ClC1=NC=CN=C1Cl (2,3-dichloropyrazine), O([K])C(C)(C)C (KO-t-Bu). The reagents and catalysts are CCN(CC)CC (Et3N). Solvent: O1CCOCC1 (dioxane), O1CCOCC1 (dioxane), C(Cl)Cl (CH2Cl2). Reaction conditions: temperature 100 celsius, time 90 minute. The product is ClC=1C(=NC=CN1)OCCOC1=CC(=CC=C1)Br (2-(3-Bromophenoxy)ethyl 3-chloro-2-pyrazinyl ether). Yield: 74.5%. As a reaction SMILES: [Br:1][C:2]1[CH:3]=[C:4]([OH:8])[CH:5]=[CH:6][CH:7]=1.C1OC1.[O:12]([C:14]([CH3:17])(C)C)[K].[Cl:18][C:19]1[C:24](Cl)=[N:23][CH:22]=[CH:21][N:20]=1>CCN(CC)CC.C(Cl)Cl.O1CCOCC1>[Cl:18][C:19]1[C:24]([O:12][CH2:14][CH2:17][O:8][C:4]2[CH:5]=[CH:6][CH:7]=[C:2]([Br:1])[CH:3]=2)=[N:23][CH:22]=[CH:21][N:20]=1. Procedure: A mixture of 3-bromophenol (173 g. 100 mmol), ethylene oxide (0 44 g, 10 mmol), Et3N (3 drops) and dioxane (4 mL) was heated at 100° C. in a sealed tube for 2 d. The solution was cooled in an ice-bath and KO-t-Bu (1.07 g, 9.50 mmol) followed by 2,3-dichloropyrazine (1.34 g, 9 mmol) were added along with dioxane (1 mL). The mixture was stirred at room temperature for 90 min, diluted with CH2Cl2 and filtered. The filtrate was concentrated and the residue was purified by chromatography on silica ge... Starting materials: Cl (hydrochloric acid), C[O-].[Na+] (sodium methoxide), C(CC(=O)OCC)(=O)OCC (diethyl malonate), FC(C1N=C(NCC1)N)(F)F (4-trifluoromethyl-1,4,5,6-tetrahydropyrimidin-2-ylamine). Run in CO (methanol), O (water). Run at temperature 40 celsius. Product: OC=1N=C2N(C(C1)=O)CCC(N2)C(F)(F)F (2-hydroxy-8-trifluoromethyl-6,7,8,9-tetrahydropyrimido[1,2-a]pyrimidin-4-one). Yield: 80.4%. Reaction SMILES: C[O-].[Na+].[C:4]([O:12]CC)(=O)[CH2:5][C:6]([O:8]CC)=O.[F:15][C:16]([F:25])([F:24])[CH:17]1[CH2:22][CH2:21][NH:20][C:19]([NH2:23])=[N:18]1.Cl>CO.O>[OH:8][C:6]1[N:23]=[C:19]2[NH:18][CH:17]([C:16]([F:25])([F:15])[F:24])[CH2:22][CH2:21][N:20]2[C:4](=[O:12])[CH:5]=1 |f:0.1|. Procedure details: 62.10 g (1150 mmol) of sodium methoxide are added to a mixture of 340 mL (2230 mmol) of diethyl malonate heated to 40° C. The mixture is heated at 100° C. until a clear solution is obtained. 59.50 g (360 mmol) of 4-trifluoromethyl-1,4,5,6-tetrahydropyrimidin-2-ylamine dissolved in 100 mL of methanol are then added to the reaction medium. The mixture obtained is maintained at 100° C. for 1 hour and then cooled to room temperature overnight. The reaction mixture is evaporated to dryness under redu... Reactants: CC=1C=CC(=C(C(=O)OC)C1)C=1C=NN(C1)C (methyl 5-methyl-2-(1-methyl-1H-pyrazol-4-yl)benzoate), FC1=CC=C(C=C1)B1OC(C(O1)(C)C)(C)C (2-(4-fluorophenyl)-4,4,5,5-tetramethyl-1,3,2-dioxaborolane), BrC=1C(=NC(=CC1)C)C#N (3-bromo-6-methylpicolinonitrile). Yields the product FC1=CC=C(C=C1)C=1C(=NC(=CC1)C)C#N (3-(4-Fluorophenyl)-6-methylpicolinonitrile). As a reaction SMILES: CC1C=CC(C2C=NN(C)C=2)=C(C=1)C(OC)=O.[F:18][C:19]1[CH:24]=[CH:23][C:22](B2OC(C)(C)C(C)(C)O2)=[CH:21][CH:20]=1.Br[C:35]1[C:36]([C:42]#[N:43])=[N:37][C:38]([CH3:41])=[CH:39][CH:40]=1>>[F:18][C:19]1[CH:20]=[CH:21][C:22]([C:35]2[C:36]([C:42]#[N:43])=[N:37][C:38]([CH3:41])=[CH:39][CH:40]=2)=[CH:23][CH:24]=1. Reported procedure: The title compound was synthesized following the same general protocol as described for methyl 5-methyl-2-(1-methyl-1H-pyrazol-4-yl)benzoate in Example A1, using 2-(4-fluorophenyl)-4,4,5,5-tetramethyl-1,3,2-dioxaborolane and 3-bromo-6-methylpicolinonitrile. ESI-MS (m/z): 213 [M+1]+. The reactants are [H-].[Na+] (Sodium hydride), BrC=1C=CC(=NC1)CC#N (2-(5-bromopyridin-2-yl)acetonitrile), CI (methyl iodide). Solvent: C1CCOC1 (THF). Run at time 4 hour. Yields the product BrC=1C=CC(=NC1)C(C#N)C (2-(5-bromopyridin-2-yl)propanenitrile). As a reaction SMILES: [H-].[Na+].[Br:3][C:4]1[CH:5]=[CH:6][C:7]([CH2:10][C:11]#[N:12])=[N:8][CH:9]=1.[CH3:13]I>C1COCC1>[Br:3][C:4]1[CH:5]=[CH:6][C:7]([CH:10]([CH3:13])[C:11]#[N:12])=[N:8][CH:9]=1 |f:0.1|. Procedure: Sodium hydride (7 mg, 0.17 mmol) is added to 2-(5-bromopyridin-2-yl)acetonitrile (300 mg, 0.15 mmol) in THF at −5° C. After 30 minutes methyl iodide is added (56 μL, 1.5 mmol) and the mixture warmed to r.t. After stirring for 4 hours, the mixture is partitioned between brine and methylene chloride. The organics were separated, dried over magnesium sulfate and the solvent removed under reduced pressure. The crude material is purified by silica gel chromatography to give the title compound (128 mg... The reactants are O1C(OCC1)C=1C=C2C(=NC1)C(=O)OC2=O (5-(1,3-dioxolan-2-yl)-2,3-pyridinedicarboxylic anhydride), NC(C(=O)N)(C(C)C)C (2-amino-2,3-dimethylbutyramide). The solvent is O1CCCC1 (tetrahydrofuran). The product is C(N)(=O)C(C(C)C)(C)NC(=O)C1=C(C(=O)O)C=C(C=N1)C1OCCO1 (2-[(1-Carbamoyl-1,2-dimethylpropyl)-carbamoyl]-5-(1,3-dioxolan-2-yl)nicotinic acid). Isolated yield 128.1%. RXN SMILES: [O:1]1[CH2:5][CH2:4][O:3][CH:2]1[C:6]1[CH:7]=[C:8]2[C:15](=[O:16])[O:14][C:12](=[O:13])[C:9]2=[N:10][CH:11]=1.[NH2:17][C:18]([CH3:25])([CH:22]([CH3:24])[CH3:23])[C:19]([NH2:21])=[O:20]>O1CCCC1>[C:19]([C:18]([NH:17][C:12]([C:9]1[N:10]=[CH:11][C:6]([CH:2]2[O:3][CH2:4][CH2:5][O:1]2)=[CH:7][C:8]=1[C:15]([OH:14])=[O:16])=[O:13])([CH3:25])[CH:22]([CH3:24])[CH3:23])(=[O:20])[NH2:21]. Procedure details: A solution of 5-(1,3-dioxolan-2-yl)-2,3-pyridinedicarboxylic anhydride (2.64 g, 0.012 mol) and 2-amino-2,3-dimethylbutyramide (1.55 g, 0.012 mol) in tetrahydrofuran is stirred for 2 days at room temperature. The reaction mixture is concentrated in vacuo to give the title compound as an orange oil (5.4 g, 100%), identified by NMR spectra analysis. Yields the product Nc1ccc2c(c1)C(=CCCN1CCC(O)(c3ccc(Cl)cc3)CC1)c1ccccc1CO2. As a reaction SMILES: [CH3:39][CH2:40][OH:41].[Cl:1][c:2]1[cH:3][cH:4][c:5]([C:8]2([OH:35])[CH2:9][CH2:10][N:11]([CH2:14][CH2:15][CH:16]=[C:17]3[c:18]4[c:19]([cH:28][cH:29][c:30]([N+:32]([O-:33])=[O:34])[cH:31]4)[O:20][CH2:21][c:22]4[c:23]3[cH:24][cH:25][cH:26][cH:27]4)[CH2:12][CH2:13]2)[cH:6][cH:7]1.[Sn:36]([Cl:37])[Cl:38]>>[Cl:1][c:2]1[cH:3][cH:4][c:5]([C:8]2([OH:35])[CH2:9][CH2:10][N:11]([CH2:14][CH2:15][CH:16]=[C:17]3[c:18]4[c:19]([cH:28][cH:29][c:30]([NH2:32])[cH:31]4)[O:20][CH2:21][c:22]4[c:23]3[cH:24][cH:25][cH:26][cH:27]4)[CH2:12][CH2:13]2)[cH:6][cH:7]1. The reactants are CCO, O=[N+]([O-])c1ccc2c(c1)C(=CCCN1CCC(O)(c3ccc(Cl)cc3)CC1)c1ccccc1CO2, Cl[Sn]Cl.